Dataset: the Open Reaction Database (ORD), a public repository of structured organic reaction records. Task: describe an organic reaction: reactants, conditions, products, and yield The reactants are CN1CCCc2cccc(CO)c21, ClCCl, O=S(Cl)Cl. The product is CN1CCCc2cccc(CCl)c21. RXN SMILES: [CH3:1][N:2]1[CH2:3][CH2:4][CH2:5][c:6]2[cH:7][cH:8][cH:9][c:10]([CH2:12][OH:13])[c:11]21.[Cl:18][CH2:19][Cl:20].[S:14]([Cl:15])([Cl:16])=[O:17]>>[CH3:1][N:2]1[CH2:3][CH2:4][CH2:5][c:6]2[cH:7][cH:8][cH:9][c:10]([CH2:12][Cl:16])[c:11]21. The reactants are Cl[TeH]1(OC(=[NH+]C2=C1C=CC(=C2)C)C)(Cl)Cl (1,1,1-Trichloro-3,6-dimethyl-2,1,4-benzoxatellurazinium), [OH-].[Na+] (sodium hydroxide), Cl (hydrochloric acid), [BH4-].[Na+] (sodium borohydride). Run in CO (methanol). The product is [Cl-].CC1[Te]C2=C([NH2+]1)C=C(C=C2)C (2,5-Dimethyl-3H-benzotellurazolium Chloride). RXN SMILES: [Cl:1][TeH:2]1(Cl)(Cl)[C:7]2[CH:8]=[CH:9][C:10]([CH3:12])=[CH:11][C:6]=2[NH+:5]=[C:4]([CH3:13])O1.[OH-].[Na+].[BH4-].[Na+].Cl>CO>[Cl-:1].[CH3:13][CH:4]1[NH2+:5][C:6]2[CH:11]=[C:10]([CH3:12])[CH:9]=[CH:8][C:7]=2[Te:2]1 |f:1.2,3.4,7.8|. Procedure: 1,1,1-Trichloro-3,6-dimethyl-2,1,4-benzoxatellurazinium, inner salt (Example 8) (17.3 g=0.05 mole) was dissolved in a mixture of methanol (300 ml) and 1N sodium hydroxide (100 ml, 0.1 mole) in a vessel fitted with a nitrogen inlet, a condenser, and a magnetic stirrer. Through the condenser was added sodium borohydride until further addition no longer produced a transient orange color. This required about 3.0 g. The mixture was stirred for a few minutes under nitrogen, then concentrated hydrochlo... Starting materials: O=O (oxygen), C(=O)=O (carbon dioxide), [Mg] (magnesium), C(C)N(CCCN1N=C(C2=C(C=CC=C12)Cl)N)CC (1-(3-diethylaminopropyl)-3-amino-4-chloroindazole), C(C)(C)Br (iso-propyl bromide), S(O)(O)(=O)=O (sulfuric acid). The solvent is C(C)OCC (diethyl ether), C(C)OCC (diethyl ether), O (water). Reaction conditions: time 12 hour. Yields the product C(C)N(CCCN1N=C(C2=C(C=CC=C12)O)N)CC (1-(3-diethylaminopropyl)-3-amino-4-hydroxyindazole). The yield is 40.0%. RXN SMILES: [Mg].[CH2:2]([N:4]([CH2:19][CH3:20])[CH2:5][CH2:6][CH2:7][N:8]1[C:16]2[C:11](=[C:12](Cl)[CH:13]=[CH:14][CH:15]=2)[C:10]([NH2:18])=[N:9]1)[CH3:3].C(Br)(C)C.O=O.C(=O)=[O:28].S(=O)(=O)(O)O>O.C(OCC)C>[CH2:2]([N:4]([CH2:19][CH3:20])[CH2:5][CH2:6][CH2:7][N:8]1[C:16]2[C:11](=[C:12]([OH:28])[CH:13]=[CH:14][CH:15]=2)[C:10]([NH2:18])=[N:9]1)[CH3:3]. Procedure: To 20 ml of diethyl ether solution containing 600 mg of magnesium powder was added dropwise a mixed solution consisting of 2.81 g of 1-(3-diethylaminopropyl)-3-amino-4-chloroindazole obtained by the same method as described in Example 1, 2.06 g of iso-propyl bromide and 20 ml of diethyl ether. Into the solution were introduced dried oxygen gas and dried carbon dioxide gas for 10 hours so as to reflux the solution, and the solution was left to stand for 12 hours. The pH of the solution was adjust... Starting materials: FC(C(=O)O)(F)F (Trifluoroacetic acid), ClC=1C=C(C=2N(C1C)N=C(N2)CCC2=NC(=NN2CC2=CC=C(C=C2)OC)N2CCCC2)C(F)(F)F (6-chloro-2-(2-(1-(4-methoxybenzyl)-3-(pyrrolidin-1-yl)-1H-1,2,4-triazol-5-yl)ethyl)-5-methyl-8-(trifluoromethyl)-[1,2,4]triazolo[1,5-a]pyridine). Product: ClC=1C=C(C=2N(C1C)N=C(N2)CCC2=NC(=NN2)N2CCCC2)C(F)(F)F (6-Chloro-5-methyl-2-(2-(3-(pyrrolidin-1-yl)-1H-1,2,4-triazol-5-yl)ethyl)-8-(trifluoromethyl)-[1,2,4]triazolo[1,5-a]pyridine). Yield: 40.5%. As a reaction SMILES: FC(F)(F)C(O)=O.[Cl:8][C:9]1[CH:10]=[C:11]([C:40]([F:43])([F:42])[F:41])[C:12]2[N:13]([N:16]=[C:17]([CH2:19][CH2:20][C:21]3[N:25](CC4C=CC(OC)=CC=4)[N:24]=[C:23]([N:35]4[CH2:39][CH2:38][CH2:37][CH2:36]4)[N:22]=3)[N:18]=2)[C:14]=1[CH3:15]>>[Cl:8][C:9]1[CH:10]=[C:11]([C:40]([F:42])([F:41])[F:43])[C:12]2[N:13]([N:16]=[C:17]([CH2:19][CH2:20][C:21]3[NH:25][N:24]=[C:23]([N:35]4[CH2:36][CH2:37][CH2:38][CH2:39]4)[N:22]=3)[N:18]=2)[C:14]=1[CH3:15]. Procedure details: Trifluoroacetic acid (9.87 g, 6.67 ml, 86.5 mmol, Eq: 100) was added to 6-chloro-2-(2-(1-(4-methoxybenzyl)-3-(pyrrolidin-1-yl)-1H-1,2,4-triazol-5-yl)ethyl)-5-methyl-8-(trifluoromethyl)-[1,2,4]triazolo[1,5-a]pyridine (450 mg, 865 μmol, Eq: 1.00). The mixture was heated under reflux for 4 h and then concentrated to an oil. Water (15 ml) was added and the mixture was alkalized by addition of sodium bicarbonate. The mixture was extracted with dichloromethane. The combined organic layers were dried o... The reactants are C(C=C)NCC(COC1=C2CC(NC2=CC=C1)=O)O (4-(3-allylamino-2-hydroxypropoxy)oxindole), N (ammonia), Cl (hydrochloride), C12(CC3CC(CC(C1)C3)C2)C(=O)Cl (adamantane-1-carboxylic acid chloride). The solvent is CN(P(N(C)C)(N(C)C)=O)C (hexamethyl-phosphoric acid triamide), O (water). Yields the product C12(CC3CC(CC(C1)C3)C2)C(=O)OC(COC2=C3CC(NC3=CC=C2)=O)CNCC=C (4-[2-(1-adamantylcarbonyloxy)-3-allylaminopropoxy]oxindole). As a reaction SMILES: [CH2:1]([NH:4][CH2:5][CH:6]([OH:19])[CH2:7][O:8][C:9]1[CH:17]=[CH:16][CH:15]=[C:14]2[C:10]=1[CH2:11][C:12](=[O:18])[NH:13]2)[CH:2]=[CH2:3].Cl.[C:21]12([C:31](Cl)=[O:32])[CH2:30][CH:25]3[CH2:26][CH:27]([CH2:29][CH:23]([CH2:24]3)[CH2:22]1)[CH2:28]2.N>CN(C)P(=O)(N(C)C)N(C)C.O>[C:21]12([C:31]([O:19][CH:6]([CH2:5][NH:4][CH2:1][CH:2]=[CH2:3])[CH2:7][O:8][C:9]3[CH:17]=[CH:16][CH:15]=[C:14]4[C:10]=3[CH2:11][C:12](=[O:18])[NH:13]4)=[O:32])[CH2:28][CH:27]3[CH2:26][CH:25]([CH2:24][CH:23]([CH2:29]3)[CH2:22]1)[CH2:30]2. Reported procedure: 1.35 g of 4-(3-allylamino-2-hydroxypropoxy)oxindole are converted into the hydrochloride, are then dissolved in 15 cc of hexamethyl-phosphoric acid triamide and allowed to stand at room temperature for 70 hours with 1.45 g of adamantane-1-carboxylic acid chloride. The mixture is poured into water, is rendered alkaline with a 10% ammonia solution and is extracted with methylene chloride. The evaporation residue of the methylene chloride phase is chromatographed on silica gel with methylene chlori... Reactants: O=C([O-])O, CCOC(=O)C1(C)Cc2cc(Cl)ccc2O1, [Na+], O=[N+]([O-])O, O=S(=O)(O)O. The product is CCOC(=O)C1(C)Cc2cc(Cl)cc([N+](=O)[O-])c2O1. Reaction SMILES: [C:21](=[O:22])([OH:23])[O-:24].[Cl:1][c:2]1[cH:3][cH:4][c:5]2[c:6]([cH:16]1)[CH2:7][C:8]([CH3:10])([C:11](=[O:12])[O:13][CH2:14][CH3:15])[O:9]2.[Na+:25].[OH:17][N+:18]([O-:19])=[O:20].[S:26](=[O:27])(=[O:28])([OH:29])[OH:30]>>[Cl:1][c:2]1[cH:3][c:4]([N+:18](=[O:17])[O-:19])[c:5]2[c:6]([cH:16]1)[CH2:7][C:8]([CH3:10])([C:11](=[O:12])[O:13][CH2:14][CH3:15])[O:9]2. Reactants: ClC1=C(C(=CC=C1)Cl)C1=NNC(=C1)C1=CC(=CC=C1)[N+](=O)[O-] (3-(2,6-dichlorophenyl)-5-(3-nitrophenyl) pyrazole), [Cl-].[NH4+] (ammonium chloride). Reagents/catalysts: [Fe] (iron). The solvent is C(C)O (ethanol). The product is ClC1=C(C(=CC=C1)Cl)C1=NNC(=C1)C1=CC(=CC=C1)N (3-(2,6-dichlorophenyl)-5-(3-aminophenyl)pyrazole). Yield: 52.0%. As a reaction SMILES: [Cl:1][C:2]1[CH:7]=[CH:6][CH:5]=[C:4]([Cl:8])[C:3]=1[C:9]1[CH:13]=[C:12]([C:14]2[CH:19]=[CH:18][CH:17]=[C:16]([N+:20]([O-])=O)[CH:15]=2)[NH:11][N:10]=1.[Cl-].[NH4+]>C(O)C.[Fe]>[Cl:8][C:4]1[CH:5]=[CH:6][CH:7]=[C:2]([Cl:1])[C:3]=1[C:9]1[CH:13]=[C:12]([C:14]2[CH:19]=[CH:18][CH:17]=[C:16]([NH2:20])[CH:15]=2)[NH:11][N:10]=1 |f:1.2|. Procedure details: The 3-(2,6-dichlorophenyl)-5-(3-nitrophenyl) pyrazole prepared in Step 2 (57 mg) was dissolved in 50% aqueous ethanol and treated with iron powder (57 mg, 6 molar equivalents), and ammonium chloride (18.2 mg, 2 molar equivalents). The mixture was heated at 70–80° C. for 4 h. The reaction mixture was cooled to room temperature then filtered and the filtrate was concentrated to dryness under reduced pressure. The residue was dissolved in ethyl acetate and washed with water and brine. The organic l... Starting materials: C(C)C1(C(N([C@H]1OC1=CC=C(C=C1)C(C)=O)C(=O)N[C@@H](C1=CC=C(C=C1)C)CC=C)=O)CC ((4S)-3,3-diethyl-1-[(R)-α-allyl-(4-methyl)benzylaminocarbonyl]-4-[(4-acetyl)phenoxy]azetidin-2-one). Reagents/catalysts: [Pd] (palladium on carbon). The solvent is C(C)O (ethanol). Reaction conditions: time 20 minute. The product is C(C)C1(C(N([C@H]1OC1=CC=C(C=C1)C(C)=O)C(=O)N[C@@H](C1=CC=C(C=C1)C)CCC)=O)CC ((4S)-3,3-Diethyl-1-[(R)-α-n-propyl-(4-methyl)benzylaminocarbonyl]-4-[(4-acetyl)phenoxy]azetidin-2-one). As a reaction SMILES: [CH2:1]([C:3]1([CH2:32][CH3:33])[C@H:6]([O:7][C:8]2[CH:13]=[CH:12][C:11]([C:14](=[O:16])[CH3:15])=[CH:10][CH:9]=2)[N:5]([C:17]([NH:19][C@H:20]([CH2:28][CH:29]=[CH2:30])[C:21]2[CH:26]=[CH:25][C:24]([CH3:27])=[CH:23][CH:22]=2)=[O:18])[C:4]1=[O:31])[CH3:2]>[Pd].C(O)C>[CH2:32]([C:3]1([CH2:1][CH3:2])[C@H:6]([O:7][C:8]2[CH:9]=[CH:10][C:11]([C:14](=[O:16])[CH3:15])=[CH:12][CH:13]=2)[N:5]([C:17]([NH:19][C@H:20]([CH2:28][CH2:29][CH3:30])[C:21]2[CH:22]=[CH:23][C:24]([CH3:27])=[CH:25][CH:26]=2)=[O:18])[C:4]1=[O:31])[CH3:33]. Procedure details: A solution of (4S)-3,3-diethyl-1-[(R)-α-allyl-(4-methyl)benzylaminocarbonyl]-4-[(4-acetyl)phenoxy]azetidin-2-one (1.3 gm, 2.9 mmol) and 100 mg of 10% palladium on carbon in ethanol (15 mL) was hydrogenated at 40 p.s.i. for 20 min. The reaction was then filtered and evaporated to afford 1.3 gm (quantitative) of clean title compound without further purification.